This data is from the Open Reaction Database (ORD), a public repository of structured organic reaction records. The task is: describe an organic reaction: reactants, conditions, products, and yield Reactants: C(C1=CC=CC=C1)(=O)C=1N(C2=CC(=CC=C2C1N(C)C)Cl)C(=O)OCC (2-benzoyl-6-chloro-1-ethoxycarbonyl-3-(N,N-dimethylamino)indole). As a reaction SMILES: [C:1]([C:9]1[N:10](C(OCC)=O)[C:11]2[C:16]([C:17]=1[N:18]([CH3:20])[CH3:19])=[CH:15][CH:14]=[C:13]([Cl:21])[CH:12]=2)(=[O:8])[C:2]1[CH:7]=[CH:6][CH:5]=[CH:4][CH:3]=1>C(OCC)C.CCCCCC>[C:1]([C:9]1[NH:10][C:11]2[C:16]([C:17]=1[N:18]([CH3:19])[CH3:20])=[CH:15][CH:14]=[C:13]([Cl:21])[CH:12]=2)(=[O:8])[C:2]1[CH:3]=[CH:4][CH:5]=[CH:6][CH:7]=1 |f:1.2|. The product is C(C1=CC=CC=C1)(=O)C=1NC2=CC(=CC=C2C1N(C)C)Cl (2-Benzoyl-6-chloro-3-(N,N-dimethylamino)indole). Reported procedure: The title compound was prepared according to the procedure described in step 2 of Example 2 from 2-benzoyl-6-chloro-1-ethoxycarbonyl-3-(N,N-dimethylamino)indole (step 1). m.p.: 178-180° C. (diethyl ether/hexane) Solvent: C(C)OCC.CCCCCC (diethyl ether hexane).